This data is from the Open Reaction Database (ORD), a public repository of structured organic reaction records. The task is: describe an organic reaction: reactants, conditions, products, and yield Starting materials: C(C)(=O)C1=CC(=NO1)C (5-acetyl-3-methylisoxazole), BrC1(C(NC(NC1=O)=O)=O)Br (dibromobarbituric acid). Run in C1CCOC1 (THF), C1CCOC1 (THF). Yields the product dichloromethane-hexanes, BrCC(=O)C1=CC(=NO1)C (5-(2-Bromoacetyl)-3-methylisoxazole). Yield: 68.5%. Reaction SMILES: [C:1]([C:4]1[O:8][N:7]=[C:6]([CH3:9])[CH:5]=1)(=[O:3])[CH3:2].[Br:10]C1(Br)C(=O)NC(=O)NC1=O>C1COCC1>[Br:10][CH2:2][C:1]([C:4]1[O:8][N:7]=[C:6]([CH3:9])[CH:5]=1)=[O:3]. Reported procedure: A solution of 0.43 g (3.43 mmol) of 5-acetyl-3-methylisoxazole (for synthesis see S. Chimichi, B. Cosimelli, Synth. Comm. 1992, 22, 2909-2920) in 10 mL of THF was added to a solution of 688 mg (2.41 mmol) of dibromobarbituric acid in 10 mL of THF. The colorless solution was heated at reflux for 20 h, cooled to room temperature and partitioned between ethyl acetate and saturated aqueous sodium bicarbonate solution. The organic phase was separated and the aqueous phase re-extracted with ethyl acet...